This data is from the Open Reaction Database (ORD), a public repository of structured organic reaction records. The task is: describe an organic reaction: reactants, conditions, products, and yield Reactants: Cn1cc(-c2ccc(C(=O)Cl)cn2)cn1, CCN(C(C)C)C(C)C, ClCCl, c1ccc2c(c1)Cn1cccc1CN2. The product is Cn1cc(-c2ccc(C(=O)N3Cc4cccn4Cc4ccccc43)cn2)cn1. Reaction SMILES: [CH3:24][n:25]1[n:26][cH:27][c:28](-[c:30]2[cH:31][cH:32][c:33]([C:36](=[O:37])[Cl:38])[cH:34][n:35]2)[cH:29]1.[CH:15]([N:16]([CH:17]([CH3:18])[CH3:19])[CH2:20][CH3:21])([CH3:22])[CH3:23].[Cl:39][CH2:40][Cl:41].[cH:1]1[cH:2][cH:3][n:4]2[c:5]1[CH2:6][NH:7][c:8]1[c:9]([cH:11][cH:12][cH:13][cH:14]1)[CH2:10]2>>[cH:1]1[cH:2][cH:3][n:4]2[c:5]1[CH2:6][N:7]([C:36]([c:33]1[cH:32][cH:31][c:30](-[c:28]3[cH:27][n:26][n:25]([CH3:24])[cH:29]3)[n:35][cH:34]1)=[O:37])[c:8]1[c:9]([cH:11][cH:12][cH:13][cH:14]1)[CH2:10]2. The reactants are F[B-](F)(F)F.N#[O+] (Nitrosonium tetrafluoroborate), CC(CC=C)(CC)C (4,4-dimethyl-1-hexene), C(C)#N (acetonitrile). Run at time 1 hour. Yields the product CC(CC=1N=C(N(C1)O)C)(CC)C (4-(2,2-dimethylbutyl)-2-methyl-1H-imidazol-1-ol). RXN SMILES: F[B-](F)(F)F.[N:6]#[O+:7].[CH3:8][C:9]([CH3:15])([CH2:13][CH3:14])[CH2:10][CH:11]=[CH2:12].[C:16](#[N:18])[CH3:17]>>[CH3:8][C:9]([CH3:15])([CH2:13][CH3:14])[CH2:10][C:11]1[N:18]=[C:16]([CH3:17])[N:6]([OH:7])[CH:12]=1 |f:0.1|. Procedure: Nitrosonium tetrafluoroborate 45 g (0.38 mol) was added in three portions to a 0° C. solution of 4,4-dimethyl-1-hexene (43 g, 0.38 mol) in acetonitrile (100 mL). After stirring at ambient temperature for 1 h, the reaction mixture was filtered and the filtrate was concentrated in vacuo. The residue was dissolved in ethyl acetate and washed with water, saturated aqueous sodium bicarbonate and brine, dried (magnesium sulfate), filtered and concentrated in vacuo to afford 4-(2,2-dimethylbutyl)-2-met... Starting materials: Cl, CC(C)(C)OC(=O)Nc1cc2nc(-c3ccccc3)nn2cc1F, [Na+], [Na+], O=C([O-])[O-]. The product is Nc1cc2nc(-c3ccccc3)nn2cc1F. Reaction SMILES: [ClH:25].[F:1][c:2]1[c:3]([NH:17][C:18](=[O:19])[O:20][C:21]([CH3:22])([CH3:23])[CH3:24])[cH:4][c:5]2[n:6]([cH:7]1)[n:8][c:9](-[c:11]1[cH:12][cH:13][cH:14][cH:15][cH:16]1)[n:10]2.[Na+:26].[Na+:27].[O-:28][C:29](=[O:30])[O-:31]>>[F:1][c:2]1[c:3]([NH2:17])[cH:4][c:5]2[n:6]([cH:7]1)[n:8][c:9](-[c:11]1[cH:12][cH:13][cH:14][cH:15][cH:16]1)[n:10]2. Reactants: ClC1=C(C(=CC=C1)Cl)N1N=C(NC1=O)C1=CC(=C(C=C1)I)OC (1-(2,6-dichlorophenyl)-3-(4-iodo-3-methoxyphenyl)-1H-1,2,4-triazol-5(4H)-one), ClC1=C(C(=CC=C1)C#C)F (1-chloro-3-ethynyl-2-fluorobenzene), CCCC[N+](CCCC)(CCCC)CCCC.[F-] (TBAF). Reagents/catalysts: Cl[Pd]([P](C1=CC=CC=C1)(C2=CC=CC=C2)C3=CC=CC=C3)([P](C4=CC=CC=C4)(C5=CC=CC=C5)C6=CC=CC=C6)Cl (bis(triphenylphosphine)palladium(II) chloride). Yields the product ClC=1C(=C(C=CC1)C#CC1=C(C=C(C=C1)C1=NN(C(N1)=O)C1=C(C=CC=C1Cl)Cl)OC)F (3-(4-((3-Chloro-2-fluorophenyl)ethynyl)-3-methoxyphenyl)-1-(2,6-dichlorophenyl)-1H-1,2,4-triazol-5(4H)-one). Isolated yield 27.3%. Reaction conditions: temperature 80 celsius, time 5.5 hour. RXN SMILES: [Cl:1][C:2]1[CH:7]=[CH:6][CH:5]=[C:4]([Cl:8])[C:3]=1[N:9]1[C:13](=[O:14])[NH:12][C:11]([C:15]2[CH:20]=[CH:19][C:18](I)=[C:17]([O:22][CH3:23])[CH:16]=2)=[N:10]1.[Cl:24][C:25]1[CH:30]=[CH:29][CH:28]=[C:27]([C:31]#[CH:32])[C:26]=1[F:33].CCCC[N+](CCCC)(CCCC)CCCC.[F-]>CS(C)=O.Cl[Pd](Cl)([P](C1C=CC=CC=1)(C1C=CC=CC=1)C1C=CC=CC=1)[P](C1C=CC=CC=1)(C1C=CC=CC=1)C1C=CC=CC=1>[Cl:24][C:25]1[C:26]([F:33])=[C:27]([C:31]#[C:32][C:18]2[CH:19]=[CH:20][C:15]([C:11]3[NH:12][C:13](=[O:14])[N:9]([C:3]4[C:2]([Cl:1])=[CH:7][CH:6]=[CH:5][C:4]=4[Cl:8])[N:10]=3)=[CH:16][C:17]=2[O:22][CH3:23])[CH:28]=[CH:29][CH:30]=1 |f:2.3,^1:58,77|. Solvent: CS(=O)C (DMSO). Procedure details: To a solution of 1-(2,6-dichlorophenyl)-3-(4-iodo-3-methoxyphenyl)-1H-1,2,4-triazol-5(4H)-one (Intermediate-45, 0.070 g, 0.15 mmol) in DMSO (3.0 mL) was added 1-chloro-3-ethynyl-2-fluorobenzene (Intermediate-24, 0.035 g, 0.22 mmol), TBAF (0.080 g, 0.30 mmol) and bis(triphenylphosphine)palladium(II) chloride (0.020 g, 0.022 mmol). The reaction mass was stirred at 80° C. for 5-6 h. The reaction mass was quenched in water and extracted with DCM and concentrated. The obtained product was purified wi... Reactants: CCNC(=O)OCCOc1ccc(OC(C)CC)cc1, ClCCl, O, ClSc1ccccc1, c1ccncc1. Yields the product CCC(C)Oc1ccc(OCCOC(=O)N(CC)Sc2ccccc2)cc1. RXN SMILES: [CH2:1]([CH3:2])[NH:3][C:4]([O:5][CH2:6][CH2:7][O:8][c:9]1[cH:10][cH:11][c:12]([O:15][CH:16]([CH2:17][CH3:18])[CH3:19])[cH:13][cH:14]1)=[O:20].[CH2:36]([Cl:37])[Cl:38].[OH2:35].[c:27]1([S:33][Cl:34])[cH:28][cH:29][cH:30][cH:31][cH:32]1.[cH:21]1[cH:22][cH:23][n:24][cH:25][cH:26]1>>[CH2:1]([CH3:2])[N:3]([C:4]([O:5][CH2:6][CH2:7][O:8][c:9]1[cH:10][cH:11][c:12]([O:15][CH:16]([CH2:17][CH3:18])[CH3:19])[cH:13][cH:14]1)=[O:20])[S:33][c:27]1[cH:28][cH:29][cH:30][cH:31][cH:32]1. Reactants: C1(CCCCC1)C(=O)N(CCN1CCN(CC1)C1=C(C=C(C=C1)N)OC)C1=NC=CC=C1 (1-[N-cyclohexylcarbonyl-N-(2-pyridyl)-2-aminoethyl]-4-(4-amino-2-methoxyphenyl)piperazine), C(Cl)(Cl)Cl (chloroform), C(C)(=O)Cl (acetyl chloride). The solvent is ClCCl (dichloromethane). Conditions: time 2.5 hour. The product is C1(CCCCC1)C(=O)N(CCN1CCN(CC1)C1=C(C=C(C=C1)NC(C)=O)OC)C1=NC=CC=C1 (1-[N-cyclohexylcarbonyl-N-(2-pyridyl)-2-aminoethyl]-4-(4-acetylamino-2-methoxyphenyl)piperazine). The yield is 78.0%. Reaction SMILES: [CH:1]1([C:7]([N:9]([C:27]2[CH:32]=[CH:31][CH:30]=[CH:29][N:28]=2)[CH2:10][CH2:11][N:12]2[CH2:17][CH2:16][N:15]([C:18]3[CH:23]=[CH:22][C:21]([NH2:24])=[CH:20][C:19]=3[O:25][CH3:26])[CH2:14][CH2:13]2)=[O:8])[CH2:6][CH2:5][CH2:4][CH2:3][CH2:2]1.C(Cl)(Cl)Cl.[C:37](Cl)(=[O:39])[CH3:38]>ClCCl>[CH:1]1([C:7]([N:9]([C:27]2[CH:32]=[CH:31][CH:30]=[CH:29][N:28]=2)[CH2:10][CH2:11][N:12]2[CH2:17][CH2:16][N:15]([C:18]3[CH:23]=[CH:22][C:21]([NH:24][C:37](=[O:39])[CH3:38])=[CH:20][C:19]=3[O:25][CH3:26])[CH2:14][CH2:13]2)=[O:8])[CH2:6][CH2:5][CH2:4][CH2:3][CH2:2]1. Procedure: A mixture consisting of 0.35 g of compound of Example 6, 5 mL of chloroform and 0.063 mL of acetyl chloride was stirred for 2.5 h at room temperature, followed by dilution with 50 mL of dichloromethane. The obtained organic phase was then washed with a saturated sodium carbonate solution, and twice with water, followed by drying over anhydrous sodium sulphate and evaporation of the solvents to dryness. The obtained crude product was then purified by flash chromatography (ethyl acetate—3 N soluti...